Task: describe an organic reaction: reactants, conditions, products, and yield. Dataset: the Open Reaction Database (ORD), a public repository of structured organic reaction records Starting materials: N([C@@H](C)C(=O)N[C@@H](CCC(N)=O)C(=O)N[C@@H](COCC1=CC=CC=C1)C(=O)NCC(=O)N[C@@H](CC(C)C)C(=O)NCC(=O)OCC1=CC=CC=C1)C(=O)OC(C)(C)C (Boc-Ala-Gln-Ser(Bzl)-Gly-Leu-Gly-OBzl). Reagents/catalysts: [Pd] (Pd). Run in CC(=O)O (AcOH). Product: N([C@@H](C)C(=O)N[C@@H](CCC(N)=O)C(=O)N[C@@H](CO)C(=O)NCC(=O)N[C@@H](CC(C)C)C(=O)NCC(=O)O)C(=O)OC(C)(C)C (Boc-Ala-Gln-Ser-Gly-Leu-Gly-OH). As a reaction SMILES: [NH:1]([C:52]([O:54][C:55]([CH3:58])([CH3:57])[CH3:56])=[O:53])[C@H:2]([C:4]([NH:6][C@H:7]([C:13]([NH:15][C@H:16]([C:26]([NH:28][CH2:29][C:30]([NH:32][C@H:33]([C:38]([NH:40][CH2:41][C:42]([O:44]CC1C=CC=CC=1)=[O:43])=[O:39])[CH2:34][CH:35]([CH3:37])[CH3:36])=[O:31])=[O:27])[CH2:17][O:18]CC1C=CC=CC=1)=[O:14])[CH2:8][CH2:9][C:10](=[O:12])[NH2:11])=[O:5])[CH3:3]>CC(O)=O.[Pd]>[NH:1]([C:52]([O:54][C:55]([CH3:58])([CH3:57])[CH3:56])=[O:53])[C@H:2]([C:4]([NH:6][C@H:7]([C:13]([NH:15][C@H:16]([C:26]([NH:28][CH2:29][C:30]([NH:32][C@H:33]([C:38]([NH:40][CH2:41][C:42]([OH:44])=[O:43])=[O:39])[CH2:34][CH:35]([CH3:37])[CH3:36])=[O:31])=[O:27])[CH2:17][OH:18])=[O:14])[CH2:8][CH2:9][C:10](=[O:12])[NH2:11])=[O:5])[CH3:3]. Procedure: 1.50 g Boc-Ala-Gln-Ser(Bzl)-Gly-Leu-Gly-OBzl was dissolved in 100 ml AcOH and subjected to 8 hours of catalytic reduction in the presence of Pd-black as a catalyst. After filtering the catalyst, the reduced solution was concentrated; the resulting residue was precipitated with ether and collected by filtration. The reactants are Cc1nc(C(=O)O)c(-c2cccc(OC(F)(F)F)c2)o1, CC(F)(F)c1ccc(Cn2ncc(N)n2)o1. The product is Cc1nc(C(=O)Nc2cnn(Cc3ccc(C(C)(F)F)o3)n2)c(-c2cccc(OC(F)(F)F)c2)o1. RXN SMILES: [CH3:17][c:18]1[o:19][c:20](-[c:26]2[cH:27][c:28]([O:32][C:33]([F:34])([F:35])[F:36])[cH:29][cH:30][cH:31]2)[c:21]([C:23](=[O:24])[OH:25])[n:22]1.[F:1][C:2]([CH3:3])([F:4])[c:5]1[cH:6][cH:7][c:8]([CH2:10][n:11]2[n:12][cH:13][c:14]([NH2:16])[n:15]2)[o:9]1>>[F:1][C:2]([CH3:3])([F:4])[c:5]1[cH:6][cH:7][c:8]([CH2:10][n:11]2[n:12][cH:13][c:14]([NH:16][C:23]([c:21]3[c:20](-[c:26]4[cH:27][c:28]([O:32][C:33]([F:34])([F:35])[F:36])[cH:29][cH:30][cH:31]4)[o:19][c:18]([CH3:17])[n:22]3)=[O:24])[n:15]2)[o:9]1.